From a dataset of the Open Reaction Database (ORD), a public repository of structured organic reaction records. describe an organic reaction: reactants, conditions, products, and yield Procedure details: The product from Example 20A, N-tert-butoxy-2-[4-(4-phenoxyphenylsulfonyl)-1-(ethoxycarbonylmethyl)piperidin-4-yl]-acetamide, was dissolved in dichloroethane (10 ml), cooled to 0° C., and saturated with hydrochloric acid gas. The reaction vessel was then sealed and the solution stirred for two days at 25° C. Solvent was removed from the reaction mixture under reduced pressure, and the residue purified by preparative TLC, eluting with 10% methanol/methylene chloride, to give N-hydroxy-2-[4-(4-phe... Run in ClC(C)Cl (dichloroethane). Reaction SMILES: C([O:5][NH:6][C:7](=[O:37])[CH2:8][C:9]1([S:21]([C:24]2[CH:29]=[CH:28][C:27]([O:30][C:31]3[CH:36]=[CH:35][CH:34]=[CH:33][CH:32]=3)=[CH:26][CH:25]=2)(=[O:23])=[O:22])[CH2:14][CH2:13][N:12]([CH2:15][C:16]([O:18][CH2:19][CH3:20])=[O:17])[CH2:11][CH2:10]1)(C)(C)C.Cl>ClC(Cl)C>[OH:5][NH:6][C:7](=[O:37])[CH2:8][C:9]1([S:21]([C:24]2[CH:25]=[CH:26][C:27]([O:30][C:31]3[CH:36]=[CH:35][CH:34]=[CH:33][CH:32]=3)=[CH:28][CH:29]=2)(=[O:23])=[O:22])[CH2:10][CH2:11][N:12]([CH2:15][C:16]([O:18][CH2:19][CH3:20])=[O:17])[CH2:13][CH2:14]1. Yields the product ONC(CC1(CCN(CC1)CC(=O)OCC)S(=O)(=O)C1=CC=C(C=C1)OC1=CC=CC=C1)=O (N-hydroxy-2-[4-(4-phenoxyphenylsulfonyl)-1-(ethoxycarbonylmethyl)piperidin-4-yl]-acetamide). Reaction conditions: temperature 0 celsius, time 2 day. The reactants are product, C(C)(C)(C)ONC(CC1(CCN(CC1)CC(=O)OCC)S(=O)(=O)C1=CC=C(C=C1)OC1=CC=CC=C1)=O (N-tert-butoxy-2-[4-(4-phenoxyphenylsulfonyl)-1-(ethoxycarbonylmethyl)piperidin-4-yl]-acetamide), Cl (hydrochloric acid). The reactants are C(CCC)[Li] (n-butyllithium), [Br-].ClC1=C(C=CC=C1)C[P+](C1=CC=CC=C1)(C1=CC=CC=C1)C1=CC=CC=C1 (2-chlorophenylmethyltriphenylphosphonium bromide), C1COC2(CCC(CC2)=O)O1 (1,4-cyclohexanedione mono-ethylene ketal). Run in O1CCCC1 (tetrahydrofuran), O1CCCC1 (tetrahydrofuran). Run at time 1 hour. Product: ClC1=C(C=CC=C1)C=C1CCC2(OCCO2)CC1 (8-(2-chlorophenylmethylene)-1,4-dioxaspiro[4.5]-decane). Yield: 81.4%. RXN SMILES: [Br-].[Cl:2][C:3]1[CH:8]=[CH:7][CH:6]=[CH:5][C:4]=1[CH2:9][P+](C1C=CC=CC=1)(C1C=CC=CC=1)C1C=CC=CC=1.C([Li])CCC.[CH2:34]1[O:44][C:37]2([CH2:42][CH2:41][C:40](=O)[CH2:39][CH2:38]2)[O:36][CH2:35]1>O1CCCC1>[Cl:2][C:3]1[CH:8]=[CH:7][CH:6]=[CH:5][C:4]=1[CH:9]=[C:40]1[CH2:41][CH2:42][C:37]2([O:44][CH2:34][CH2:35][O:36]2)[CH2:38][CH2:39]1 |f:0.1|. Procedure: A stirred solution of 18.0 grams (0.039 mole) of 2-chlorophenylmethyltriphenylphosphonium bromide in about 50 mL of dry tetrahydrofuran was cooled in a dry ice-acetone bath, and 15.4 mL (0.039 mole) of n-butyllithium (2.5M in hexanes) was added dropwise. Upon completion of addition, the reaction mixture was stirred for 1 hour. After this time a solution of 5.0 grams (0.032 mole) of 1,4-cyclohexanedione mono-ethylene ketal in about 5.0 mL of dry tetrahydrofuran was added dropwise. Upon completion...